Dataset: the Open Reaction Database (ORD), a public repository of structured organic reaction records. Task: describe an organic reaction: reactants, conditions, products, and yield Reactants: O(C1=CC=CC=C1)C=1C=C(C(=O)[NH-])C=CC1 (3-phenoxybenzoylamide), acid chloride, N (ammonia), C([O-])([O-])=O.[K+].[K+] (potassium carbonate), C=O (formaldehyde), C=O (formaldehyde). Product: O(C1=CC=CC=C1)C=1C=C(C(=O)NCO)C=CC1 (N-(3-phenoxybenzoyl)aminomethanol). Isolated yield 267.2%. As a reaction SMILES: [O:1]([C:8]1[CH:9]=[C:10]([CH:14]=[CH:15][CH:16]=1)[C:11]([NH-:13])=[O:12])[C:2]1[CH:7]=[CH:6][CH:5]=[CH:4][CH:3]=1.N.[C:18](=O)([O-])[O-:19].[K+].[K+].C=O>>[O:1]([C:8]1[CH:9]=[C:10]([CH:14]=[CH:15][CH:16]=1)[C:11]([NH:13][CH2:18][OH:19])=[O:12])[C:2]1[CH:3]=[CH:4][CH:5]=[CH:6][CH:7]=1 |f:2.3.4|. Reported procedure: A flask was charged with 3-phenoxybenzoylamide (2.07 g, 9.8 mmol)(prepared from the corresponding acid chloride and concentrated ammonia), potassium carbonate (1.3 mL, 4% aqueous solution, 3.8 mmol), and aqueous formaldehyde (1.1 mL, 37% aqueous solution, 13.6 mmol). The resulting suspension was heated to reflux to give a two-phased solution. Addition of more aqueous formaldehyde (3 mL, 37 mmol) gave a homogeneous solution which was heated at reflux for 4 h. The reaction solution was cooled and ... Starting materials: [Li]CCCCCC, CCCCCC, COC(=O)NC(Cc1ccccc1)C(=O)OC, ClCBr, C1CCOC1, O. Yields the product COC(=O)NC(Cc1ccccc1)C(=O)CCl. As a reaction SMILES: [CH2:1]([Li:2])[CH2:3][CH2:4][CH2:5][CH2:6][CH3:7].[CH3:28][CH2:29][CH2:30][CH2:31][CH2:32][CH3:33].[CH3:8][O:9][C:10](=[O:11])[NH:12][CH:13]([C:14]([O:16][CH3:15])=[O:17])[CH2:18][c:19]1[cH:20][cH:21][cH:22][cH:23][cH:24]1.[Cl:25][CH2:26][Br:27].[O:34]1[CH2:35][CH2:36][CH2:37][CH2:38]1.[OH2:39]>>[CH3:8][O:9][C:10](=[O:11])[NH:12][CH:13]([C:14](=[O:16])[CH2:26][Cl:25])[CH2:18][c:19]1[cH:20][cH:21][cH:22][cH:23][cH:24]1.